Dataset: the Open Reaction Database (ORD), a public repository of structured organic reaction records. Task: describe an organic reaction: reactants, conditions, products, and yield Yields the product CO.O(C1=CC=CC=C1)P(=O)(OC1=CC=CC=C1)C(C)(CC)O (2-(diphenoxy phosphoryl) butan-2-ol methanol). As a reaction SMILES: [P:1]([O-:16])([O:9][C:10]1[CH:15]=[CH:14][CH:13]=[CH:12][CH:11]=1)[O:2][C:3]1[CH:8]=[CH:7][CH:6]=[CH:5][CH:4]=1.C1(C)C(C)=CC=CC=1.[CH3:25][C:26](=[O:29])[CH2:27][CH3:28]>>[CH3:3][OH:2].[O:2]([P:1]([C:26]([OH:29])([CH2:27][CH3:28])[CH3:25])([O:9][C:10]1[CH:15]=[CH:14][CH:13]=[CH:12][CH:11]=1)=[O:16])[C:3]1[CH:4]=[CH:5][CH:6]=[CH:7][CH:8]=1 |f:3.4|. The reactants are CC(CC)=O (2-butanone), P(OC1=CC=CC=C1)(OC1=CC=CC=C1)[O-] (diphenyl phosphite), C=1(C(=CC=CC1)C)C (xylene), CC(CC)=O (2-butanone), P(OC1=CC=CC=C1)(OC1=CC=CC=C1)[O-] (DPP). Procedure details: To a one liter four-inlet flask equipped with a temperature controller, a reflux condenser, a nitrogen feed and a mechanical stirrer, 1 mole (234 g) diphenyl phosphite (DPP) and 500 ml xylene were added. The mixture was heated to 70° C. and then stirred. The mixture was heated to a temperature of 90° C. and the stirring was continued until DPP was dissolved completely. To this solution was added slowly 1.0 mole (72 g) 2-butanone within two hours, and the temperature thereof was increased to 120-... Conditions: temperature 70 celsius.